From a dataset of the Open Reaction Database (ORD), a public repository of structured organic reaction records. describe an organic reaction: reactants, conditions, products, and yield Reactants: [OH-].[Na+] (NaOH), C(CCCCCCCCCCCCC)NC(CCCCCCCCCCCCC)=O (N-myristyl myristamide), B.C1CCOC1 (borane THF), Cl (HCl). Reaction conditions: temperature 50 celsius, time 20 minute. Product: C(CCCCCCCCCCCCC)NCCCCCCCCCCCCCC (Dimyristylamine). Yield: 108.1%. RXN SMILES: [CH2:1]([NH:15][C:16](=O)[CH2:17][CH2:18][CH2:19][CH2:20][CH2:21][CH2:22][CH2:23][CH2:24][CH2:25][CH2:26][CH2:27][CH2:28][CH3:29])[CH2:2][CH2:3][CH2:4][CH2:5][CH2:6][CH2:7][CH2:8][CH2:9][CH2:10][CH2:11][CH2:12][CH2:13][CH3:14].B.C1COCC1.Cl.[OH-].[Na+]>>[CH2:16]([NH:15][CH2:1][CH2:2][CH2:3][CH2:4][CH2:5][CH2:6][CH2:7][CH2:8][CH2:9][CH2:10][CH2:11][CH2:12][CH2:13][CH3:14])[CH2:17][CH2:18][CH2:19][CH2:20][CH2:21][CH2:22][CH2:23][CH2:24][CH2:25][CH2:26][CH2:27][CH2:28][CH3:29] |f:1.2,4.5|. Procedure details: N-myristyl myristamide (0.90 g; 2.1 mmole) was treated with borane THF (5 mL of 1 M solution, 5.0 mmole) and reacted at reflux for 3 hrs. The reaction mixture was carefully neutralized with 3N HCl aqueous solution and stirred at 50° C. for 20 min., the back neutralized with 2N NaOH aqueous solution. The mixture was concentrated, then partitioned between CH2Cl2 and saturated NaHCO3 aqueous solution, dried and concentrated, affording 0.93 g of product. NMR (CDCl3): δ2.59 (t, 2H, J=7.2 Hz), 1.40-1.... Yields the product ClC1=CC=C(C=2N3C(=NC21)N(CCC3)C3=C(C=C(C=C3)Cl)Cl)C(C)(C)OC (9-Chloro-1-(2,4-dichlorophenyl)-6-(1-methoxy-1-methylethyl)-1,2,3,4-tetrahydropyrimido[1,2-a]benzimidazole). Starting materials: [H-].[Na+] (Sodium hydride), ClC1=CC=C(C=2N3C(=NC21)N(CCC3)C3=C(C=C(C=C3)Cl)Cl)C(C)(C)O (2-[9-chloro-1-(2,4-dichlorophenyl)-1,2,3,4-tetrahydropyrimido[1,2-a]benzimidazol-6-yl]propan-2-ol), CI (methyl iodide). Reported procedure: Sodium hydride (60% in oil, 17.5 mg, 0.438 mmol) was added to a stirred solution of 2-[9-chloro-1-(2,4-dichlorophenyl)-1,2,3,4-tetrahydropyrimido[1,2-a]benzimidazol-6-yl]propan-2-ol (150 mg, 0.365 mmol) in N,N-dimethylformamide (1.5 mL) at room temperature. After stirring 5 min, methyl iodide (77.7 mg, 0.548 mmol) was added to the mixture, and the mixture was stirred at room temperature for 4 hr. The mixture was diluted with water, and extracted with ethyl acetate. The combined organic layer was... As a reaction SMILES: [H-].[Na+].[Cl:3][C:4]1[C:12]2[N:11]=[C:10]3[N:13]([C:17]4[CH:22]=[CH:21][C:20]([Cl:23])=[CH:19][C:18]=4[Cl:24])[CH2:14][CH2:15][CH2:16][N:9]3[C:8]=2[C:7]([C:25]([OH:28])([CH3:27])[CH3:26])=[CH:6][CH:5]=1.[CH3:29]I>CN(C)C=O.O>[Cl:3][C:4]1[C:12]2[N:11]=[C:10]3[N:13]([C:17]4[CH:22]=[CH:21][C:20]([Cl:23])=[CH:19][C:18]=4[Cl:24])[CH2:14][CH2:15][CH2:16][N:9]3[C:8]=2[C:7]([C:25]([O:28][CH3:29])([CH3:26])[CH3:27])=[CH:6][CH:5]=1 |f:0.1|. Yield: 85.8%. Solvent: O (water), CN(C=O)C (N,N-dimethylformamide). Conditions: time 5 minute. The reactants are C1(=CC=CC=C1)N1N=C(C=C1CCC=O)CCC (3-(1-phenyl-3-propyl-1H-pyrazol-5-yl)propanal), [BH-](OC(=O)C)(OC(=O)C)OC(=O)C.[Na+] (NaBH(OAc)3), CC1N(CCNC1)C=1C=C(C=CC1)C (2-methyl-1-m-tolylpiperazine), CCN(C(C)C)C(C)C (DIPEA). Yields the product CC1N(CCN(C1)CCCC1=CC(=NN1C1=CC=CC=C1)CCC)C=1C=C(C=CC1)C (2-methyl-4-(3-(1-phenyl-3-propyl-1H-pyrazol-5-yl)propyl)-1-m-tolylpiperazine). Reaction SMILES: [C:1]1([N:7]2[C:11]([CH2:12][CH2:13][CH:14]=O)=[CH:10][C:9]([CH2:16][CH2:17][CH3:18])=[N:8]2)[CH:6]=[CH:5][CH:4]=[CH:3][CH:2]=1.[CH3:19][CH:20]1[CH2:25][NH:24][CH2:23][CH2:22][N:21]1[C:26]1[CH:27]=[C:28]([CH3:32])[CH:29]=[CH:30][CH:31]=1.CCN(C(C)C)C(C)C.[BH-](OC(C)=O)(OC(C)=O)OC(C)=O.[Na+]>>[CH3:19][CH:20]1[CH2:25][N:24]([CH2:14][CH2:13][CH2:12][C:11]2[N:7]([C:1]3[CH:6]=[CH:5][CH:4]=[CH:3][CH:2]=3)[N:8]=[C:9]([CH2:16][CH2:17][CH3:18])[CH:10]=2)[CH2:23][CH2:22][N:21]1[C:26]1[CH:27]=[C:28]([CH3:32])[CH:29]=[CH:30][CH:31]=1 |f:3.4|. Reported procedure: 132 mg (94%) of target compound was obtained by using a method same as in Example 1 by using 3-(1-phenyl-3-propyl-1H-pyrazol-5-yl)propanal (75 mg, 0.310 mmol), 2-methyl-1-m-tolylpiperazine (59 mg, 0.310 mmol), DIPEA (0.081 mL, 0.465 mmol) and NaBH(OAc)3 (197 mg, 0.930 mmol). The reactants are NC1=NSC2=C1C=CC(=C2C=2C=C1C=NC(=NC1=CC2)NC)C (6-(3-Amino-6-methylbenzo[d]isothiazol-7-yl)-N-methylquinazolin-2-amine), CC(C)([O-])C.[Na+] (sodium t-butoxide), FC(C=1C=C(C=CC1)N)(F)F (3-(trifluoromethyl)benzenamine), CC(C)C1=CC(=C(C(=C1)C(C)C)C2=C(C=CC=C2)P(C3CCCCC3)C4CCCCC4)C(C)C (X-phos). Reagents/catalysts: C=1C=CC(=CC1)/C=C/C(=O)/C=C/C2=CC=CC=C2.C=1C=CC(=CC1)/C=C/C(=O)/C=C/C2=CC=CC=C2.C=1C=CC(=CC1)/C=C/C(=O)/C=C/C2=CC=CC=C2.[Pd].[Pd] (tris(dibenzylideneacetone)dipalladium). The solvent is C(C)(=O)OCC (ethyl acetate), C1(=CC=CC=C1)C (toluene). Conditions: temperature 150 celsius. Yields the product CNC1=NC2=CC=C(C=C2C=N1)C1=C(C=CC=2C(=NSC21)NC2=CC(=CC=C2)C(F)(F)F)C (N-methyl-6-(6-methyl-3-(3-(trifluoromethyl)phenylamino)benzo[d]isothiazol-7-yl)quinazolin-2-amine). As a reaction SMILES: [NH2:1][C:2]1[C:6]2[CH:7]=[CH:8][C:9]([CH3:23])=[C:10]([C:11]3[CH:12]=[C:13]4[C:18](=[CH:19][CH:20]=3)[N:17]=[C:16]([NH:21][CH3:22])[N:15]=[CH:14]4)[C:5]=2[S:4][N:3]=1.[F:24][C:25]([F:34])([F:33])[C:26]1[CH:27]=[C:28](N)[CH:29]=[CH:30][CH:31]=1.CC(C1C=C(C(C)C)C(C2C=CC=CC=2P(C2CCCCC2)C2CCCCC2)=C(C(C)C)C=1)C.CC(C)([O-])C.[Na+]>C(OCC)(=O)C.C1C=CC(/C=C/C(/C=C/C2C=CC=CC=2)=O)=CC=1.C1C=CC(/C=C/C(/C=C/C2C=CC=CC=2)=O)=CC=1.C1C=CC(/C=C/C(/C=C/C2C=CC=CC=2)=O)=CC=1.[Pd].[Pd].C1(C)C=CC=CC=1>[CH3:22][NH:21][C:16]1[N:15]=[CH:14][C:13]2[C:18](=[CH:19][CH:20]=[C:11]([C:10]3[C:5]4[S:4][N:3]=[C:2]([NH:1][C:30]5[CH:29]=[CH:28][CH:27]=[C:26]([C:25]([F:34])([F:33])[F:24])[CH:31]=5)[C:6]=4[CH:7]=[CH:8][C:9]=3[CH3:23])[CH:12]=2)[N:17]=1 |f:3.4,6.7.8.9.10|. Reported procedure: 6-(3-Amino-6-methylbenzo[d]isothiazol-7-yl)-N-methylquinazolin-2-amine (0.100 g, 0.31 mmol), 3-(trifluoromethyl)benzenamine (0.060 g, 0.37 mmol), tris(dibenzylideneacetone)dipalladium (o) (0.0085 g, 0.0093 mmol), X-phos (0.0089 g, 0.019 mmol) and sodium t-butoxide (0.042 g, 0.44 mmol) were all placed in a clear microwave vial along with 4 ml of toluene. The vial was capped and heated in a Personal Chemistry SmithSynthesizer to 150° C. for 10 minutes. The reaction was diluted with ethyl acetate a... Starting materials: BrC1=CC2=C(SC(=C2)C)C=C1 (5-bromo-2-methylbenzo[b]thiophene), Grignard reagent, C(=O)=O (carbon dioxide). Product: CC1=CC2=C(S1)C=CC(=C2)C(=O)O (2-methylbenzo[b]thiophene-5-carboxylic acid). RXN SMILES: Br[C:2]1[CH:11]=[CH:10][C:5]2[S:6][C:7]([CH3:9])=[CH:8][C:4]=2[CH:3]=1.[C:12](=[O:14])=[O:13]>>[CH3:9][C:7]1[S:6][C:5]2[CH:10]=[CH:11][C:2]([C:12]([OH:14])=[O:13])=[CH:3][C:4]=2[CH:8]=1. Reported procedure: Conversion of 5-bromo-2-methylbenzo[b]thiophene to the Grignard reagent followed by reaction with carbon dioxide by the method of Example 3(i) gave 2-methylbenzo[b]thiophene-5-carboxylic acid, m.p. 220°-222°.